This data is from the Open Reaction Database (ORD), a public repository of structured organic reaction records. The task is: describe an organic reaction: reactants, conditions, products, and yield Reaction conditions: time 0.5 hour. Procedure details: A 2.5M hexane solution of butyl lithium (440 ml) was added over 1 hour to an ice-cooled solution of phenylacetic acid (70 g, 0.51 mol), hexamethyl-phosphoramide (91 ml) and THF (tetrahydrofuran, 0.81). The reaction mixture was allowed to warm to room temperature over 1.5 hours, then cooled back to 0° C. A solution of methyl iodide (33 ml, 0.52 mol) in THF (100 ml) was added to the stirred reaction and after 15 minutes at 0° C., then 1.5 hours at room temperature the reaction was cooled back to 0... As a reaction SMILES: [CH2:1]([Li])CCC.[C:6]1([CH2:12][C:13]([OH:15])=[O:14])[CH:11]=[CH:10][CH:9]=[CH:8][CH:7]=1.CI.[N:18]1[CH:23]=[CH:22][CH:21]=[CH:20][C:19]=1[CH2:24]Cl>C1COCC1.CCCCCC.CN(C)P(N(C)C)(N(C)C)=O>[CH3:1][C:12]([C:6]1[CH:11]=[CH:10][CH:9]=[CH:8][CH:7]=1)([CH2:24][C:19]1[CH:20]=[CH:21][CH:22]=[CH:23][N:18]=1)[C:13]([OH:15])=[O:14]. Reactants: C1(=CC=CC=C1)CC(=O)O (phenylacetic acid), N1=C(C=CC=C1)CCl (picolyl chloride), C(CCC)[Li] (butyl lithium), ice, CI (methyl iodide), C(CCC)[Li] (butyl lithium). Product: CC(C(=O)O)(CC1=NC=CC=C1)C1=CC=CC=C1 (α-Methyl-α-phenyl-2-pyridinepropanoic acid). The solvent is C1CCOC1 (THF), CN(P(=O)(N(C)C)N(C)C)C (hexamethyl-phosphoramide), C1CCOC1 (THF), CCCCCC (hexane), C1CCOC1 (THF), CCCCCC (hexane). Starting materials: ClC1=C(C(=CC=C1)I)CC(=O)O (2-(2-chloro-6-iodophenyl)acetic acid), CCO (EtOH), OS(=O)(=O)O (H2SO4). The product is ClC1=C(C(=CC=C1)I)CC(=O)OCC (ethyl 2-(2-chloro-6-iodophenyl)acetate). As a reaction SMILES: [Cl:1][C:2]1[CH:7]=[CH:6][CH:5]=[C:4]([I:8])[C:3]=1[CH2:9][C:10]([OH:12])=[O:11].OS(O)(=O)=O.[CH3:18][CH2:19]O>>[Cl:1][C:2]1[CH:7]=[CH:6][CH:5]=[C:4]([I:8])[C:3]=1[CH2:9][C:10]([O:12][CH2:18][CH3:19])=[O:11]. Reported procedure: A mixture of 2-(2-chloro-6-iodophenyl)acetic acid (10 g, 34 mmol) in 100 mL EtOH was treated with 2 mL concentrated H2SO4, and refluxed for 15 hours. The resulting mixture was cooled to room temperature and concentrated. The residue was diluted with 200 mL EtOAc, washed with water (3×50 mL), saturated NaCl (20 mL), dried over sodium sulfate and concentrated. The crude mixture was purified by column chromatography (10-20% EtOAc/hexane) to give 9.5 g of pale yellow oil. MS m/e: (M+H)+ 324. The reactants are CCS(=O)(=O)Cc1c(C(=O)OC)[n+]([O-])c2ccccc2[n+]1[O-], [Na+], [OH-]. The product is CCS(=O)(=O)Cc1c[n+]([O-])c2ccccc2[n+]1[O-]. As a reaction SMILES: [CH2:1]([CH3:2])[S:3](=[O:4])(=[O:5])[CH2:6][c:7]1[n+:8]([O-:22])[c:9]2[cH:10][cH:11][cH:12][cH:13][c:14]2[n+:15]([O-:21])[c:16]1[C:17]([O:18][CH3:19])=[O:20].[Na+:24].[OH-:23]>>[CH2:1]([CH3:2])[S:3](=[O:4])(=[O:5])[CH2:6][c:7]1[n+:8]([O-:22])[c:9]2[cH:10][cH:11][cH:12][cH:13][c:14]2[n+:15]([O-:21])[cH:16]1. The yield is 15.3%. Reported procedure: A mixture of 0.465 g (1.4 mmol) of 5-amino-2-[[4-[2-(diethylamino)-ethoxy]-phenyl]amino]-4-(methylamino)pyrimidine, 0.69 g (2.8 mmol) of ethyl 2-(3,5-dichloropyridin-4-yl)-2-oxoacetate, and 0.5 mL of HOAc in 15 mL of 2-methoxyethanol is heated under reflux for 18 hours, and the reaction is worked up as above in 6 to give 0.11 g (15%) of the title compound (Compound 20): mp (MeOH) 179–180.5° C. Run in COCCO (2-methoxyethanol). Starting materials: Compound 20, NC=1C(=NC(=NC1)NC1=CC=C(C=C1)OCCN(CC)CC)NC (5-amino-2-[[4-[2-(diethylamino)-ethoxy]-phenyl]amino]-4-(methylamino)pyrimidine), ClC=1C=NC=C(C1C(C(=O)OCC)=O)Cl (ethyl 2-(3,5-dichloropyridin-4-yl)-2-oxoacetate), CC(=O)O (HOAc). The product is ClC=1C=NC=C(C1C1=NC=2C=NC(=NC2N(C1=O)C)NC1=CC=C(C=C1)OCCN(CC)CC)Cl (6-(3,5-Dichloropyridin-4-yl)-8-methyl-2-[[4-[2-(diethylamino)ethoxy]-phenyl]amino]-8H-pteridin-7-one). Reaction SMILES: [NH2:1][C:2]1[C:3]([NH:23][CH3:24])=[N:4][C:5]([NH:8][C:9]2[CH:14]=[CH:13][C:12]([O:15][CH2:16][CH2:17][N:18]([CH2:21][CH3:22])[CH2:19][CH3:20])=[CH:11][CH:10]=2)=[N:6][CH:7]=1.[Cl:25][C:26]1[CH:27]=[N:28][CH:29]=[C:30]([Cl:39])[C:31]=1[C:32](=O)[C:33]([O:35]CC)=O.CC(O)=O>COCCO>[Cl:39][C:30]1[CH:29]=[N:28][CH:27]=[C:26]([Cl:25])[C:31]=1[C:32]1[C:33](=[O:35])[N:23]([CH3:24])[C:3]2[N:4]=[C:5]([NH:8][C:9]3[CH:14]=[CH:13][C:12]([O:15][CH2:16][CH2:17][N:18]([CH2:19][CH3:20])[CH2:21][CH3:22])=[CH:11][CH:10]=3)[N:6]=[CH:7][C:2]=2[N:1]=1. The reactants are ( 3 ), [Cl-].[Mg+2].[Cl-] (Magnesium chloride), C(CC(=O)[O-])(=O)OCC.[K+] (potassium ethyl malonate), C(=O)(N1C=NC=C1)N1C=NC=C1 (1,1′-carbonyldiimidazole), C(=O)(OC(C)(C)C)NCC(=O)O (N-Boc-glycine). The solvent is C1CCOC1 (THF). Reaction conditions: temperature 50 celsius, time 3 hour. The product is C(C)(C)(C)OC(=O)NCC(CC(=O)OCC)=O (ethyl 4-((tert-butoxycarbonyl)amino)-3-oxobutanoate). The yield is 73.7%. As a reaction SMILES: C(N1C=CN=C1)(N1C=CN=C1)=O.[C:13]([NH:20][CH2:21][C:22]([OH:24])=O)([O:15][C:16]([CH3:19])([CH3:18])[CH3:17])=[O:14].[Cl-].[Mg+2].[Cl-].[C:28]([O:34][CH2:35][CH3:36])(=[O:33])[CH2:29]C([O-])=O.[K+]>C1COCC1>[C:16]([O:15][C:13]([NH:20][CH2:21][C:22](=[O:24])[CH2:29][C:28]([O:34][CH2:35][CH3:36])=[O:33])=[O:14])([CH3:17])([CH3:18])[CH3:19] |f:2.3.4,5.6|. Procedure details: Referenced: J. Med. Chem. 2008, 51 (3), 487-501. At RT, 1,1′-carbonyldiimidazole (13.88 g, 86 mmol) was added to a solution of N-Boc-glycine (Sigma-Aldrich Chemical Company, Inc.) (10.00 g, 57.1 mmol) in THF (200 mL) and the mixture was stirred for 3 h. Magnesium chloride (10.87 g, 114 mmol) and potassium ethyl malonate (Sigma-Aldrich Chemical Company, Inc.) (19.43 g, 114 mmol) were added and the resulting suspension was heated in an oil bath at 50° C. for 18 h. The reaction mixture was concentr... The reactants are C1(CCCCC1)P(C1=C(C=CC=C1)C1=C(C=C(C=C1C(C)C)C(C)C)C(C)C)C1CCCCC1 (dicyclohexyl(2′,4′,6′-triisopropylbiphenyl-2-yl)phosphine), CC(C)([O-])C.[Na+] (sodium tert-butoxide), O1CCN(CC1)C1=NC=C(C=C1N)N1CCOCC1 (2,5-dimorpholinopyridin-3-amine), ClC1=C(C(=NC2=CC(=CC(=C12)F)F)C=1C=NC=C(C1)Cl)C (4-chloro-2-(5-chloropyridin-3-yl)-5,7-difluoro-3-methylquinoline). Reagents/catalysts: C=1C=CC(=CC1)/C=C/C(=O)/C=C/C2=CC=CC=C2.C=1C=CC(=CC1)/C=C/C(=O)/C=C/C2=CC=CC=C2.C=1C=CC(=CC1)/C=C/C(=O)/C=C/C2=CC=CC=C2.[Pd].[Pd] (Pd2dba3). Solvent: C1(=CC=CC=C1)C (toluene). Product: ClC=1C=C(C=NC1)C1=NC2=CC(=CC(=C2C(=C1C)NC=1C(=NC=C(C1)N1CCOCC1)N1CCOCC1)F)F (2-(5-chloropyridin-3-yl)-N-(2,5-dimorpholinopyridin-3-yl)-5,7-difluoro-3-methylquinolin-4-amine). Reaction SMILES: C1(P(C2CCCCC2)C2C=CC=CC=2C2C(C(C)C)=CC(C(C)C)=CC=2C(C)C)CCCCC1.[O:35]1[CH2:40][CH2:39][N:38]([C:41]2[C:46]([NH2:47])=[CH:45][C:44]([N:48]3[CH2:53][CH2:52][O:51][CH2:50][CH2:49]3)=[CH:43][N:42]=2)[CH2:37][CH2:36]1.Cl[C:55]1[C:64]2[C:59](=[CH:60][C:61]([F:66])=[CH:62][C:63]=2[F:65])[N:58]=[C:57]([C:67]2[CH:68]=[N:69][CH:70]=[C:71]([Cl:73])[CH:72]=2)[C:56]=1[CH3:74].CC(C)([O-])C.[Na+]>C1(C)C=CC=CC=1.C1C=CC(/C=C/C(/C=C/C2C=CC=CC=2)=O)=CC=1.C1C=CC(/C=C/C(/C=C/C2C=CC=CC=2)=O)=CC=1.C1C=CC(/C=C/C(/C=C/C2C=CC=CC=2)=O)=CC=1.[Pd].[Pd]>[Cl:73][C:71]1[CH:72]=[C:67]([C:57]2[C:56]([CH3:74])=[C:55]([NH:47][C:46]3[C:41]([N:38]4[CH2:39][CH2:40][O:35][CH2:36][CH2:37]4)=[N:42][CH:43]=[C:44]([N:48]4[CH2:49][CH2:50][O:51][CH2:52][CH2:53]4)[CH:45]=3)[C:64]3[C:59](=[CH:60][C:61]([F:66])=[CH:62][C:63]=3[F:65])[N:58]=2)[CH:68]=[N:69][CH:70]=1 |f:3.4,6.7.8.9.10|. Reported procedure: The Buchwald coupled product was prepared according to Procedure H using dicyclohexyl(2′,4′,6′-triisopropylbiphenyl-2-yl)phosphine (0.023 g, 0.049 mmol), 2,5-dimorpholinopyridin-3-amine (0.098 g, 0.37 mmol), 4-chloro-2-(5-chloropyridin-3-yl)-5,7-difluoro-3-methylquinoline (0.1 g, 0.31 mmol), Pd2dba3 (0.011 g, 0.012 mmol) and sodium tert-butoxide (0.074 g, 0.77 mmol) in toluene (3.1 mL) at 120° C. for 3.2 h. The crude product was purified by column chromatography on basic alumina (0 to 50% hexane... Starting materials: C(C=CC)N1C(=C(C=2C1=C(N=NC2)Cl)C)C (1-(2-butenyl)-7-chloro-2,3-dimethylpyrrolo[2,3-d]pyridazine), ClC1=C(C=CC(=C1)Cl)CS (2,4-dichlorophenylmethanethiol). The product is C(C=CC)N1C(=C(C=2C1=C(N=NC2)SCC2=C(C=C(C=C2)Cl)Cl)C)C (1-(2-Butenyl)-7-(2,4-dichlorobenzylthio)-2,3-dimethylpyrrolo[2,3-d]pyridazine). Isolated yield 63.2%. Reaction SMILES: [CH2:1]([N:5]1[C:9]2=[C:10](Cl)[N:11]=[N:12][CH:13]=[C:8]2[C:7]([CH3:15])=[C:6]1[CH3:16])[CH:2]=[CH:3][CH3:4].[Cl:17][C:18]1[CH:23]=[C:22]([Cl:24])[CH:21]=[CH:20][C:19]=1[CH2:25][SH:26]>>[CH2:1]([N:5]1[C:9]2=[C:10]([S:26][CH2:25][C:19]3[CH:20]=[CH:21][C:22]([Cl:24])=[CH:23][C:18]=3[Cl:17])[N:11]=[N:12][CH:13]=[C:8]2[C:7]([CH3:15])=[C:6]1[CH3:16])[CH:2]=[CH:3][CH3:4]. Procedure details: The title compound (cis/trans=16:84) was prepared as pale brown crystals in 63.2% yield in a similar procedure to that described in Example 1 by using 1-(2-butenyl)-7-chloro-2,3-dimethylpyrrolo[2,3-d]pyridazine (cis/trans=22/78) and 2,4-dichlorophenylmethanethiol. Reactants: BrC1=C(C(=C(C(=O)O)C(=C1)F)[N+](=O)[O-])O (4-Bromo-6-fluoro-3-hydroxy-2-nitrobenzoic acid), PtS2. Run in CCO (EtOH). Yields the product BrC=1C(=C(C(C(=O)O)=C(C1)F)N)O (4-Bromo-6-fluoro-3-hydroxyanthranilic acid). Yield: 2.1%. RXN SMILES: [Br:1][C:2]1[CH:10]=[C:9]([F:11])[C:5]([C:6]([OH:8])=[O:7])=[C:4]([N+:12]([O-])=O)[C:3]=1[OH:15]>CCO>[Br:1][C:2]1[C:3]([OH:15])=[C:4]([NH2:12])[C:5](=[C:9]([F:11])[CH:10]=1)[C:6]([OH:8])=[O:7]. Procedure: 4-Bromo-6-fluoro-3-hydroxy-2-nitrobenzoic acid (22 mg 0.78 mmol) was dissolved in EtOH (10 mL) and PtS2 (2 mg) was added. Hydrogenation at room temperature and at atmospheric pressure for 14 h followed by filtration and evaporation gave a crude product. Purification by flash chromatography (SiO2, toluene-EtOAc-HOAc) afforded the product (4 mg). 1H NMR (CD3OD): δ 6.44 (d, J=11.3 Hz, 1 H); MS (EI, 70 eV): m/z (rel. int.) 249/251 (M+, 93/90). Reactants: COCCOCOc1cc(-c2ccc3ncsc3c2)cnc1Cl, Cl. Product: Oc1cc(-c2ccc3ncsc3c2)cnc1Cl. As a reaction SMILES: [Cl:1][c:2]1[c:3]([O:17][CH2:18][O:19][CH2:20][CH2:21][O:22][CH3:23])[cH:4][c:5](-[c:8]2[cH:9][c:10]3[c:11]([n:12][cH:13][s:14]3)[cH:15][cH:16]2)[cH:6][n:7]1.[ClH:24]>>[Cl:1][c:2]1[c:3]([OH:17])[cH:4][c:5](-[c:8]2[cH:9][c:10]3[c:11]([n:12][cH:13][s:14]3)[cH:15][cH:16]2)[cH:6][n:7]1.